From a dataset of the Open Reaction Database (ORD), a public repository of structured organic reaction records. describe an organic reaction: reactants, conditions, products, and yield Starting materials: S1C(=NC2=C1C=CC=C2)SCC(=O)O (benzothiazol-2-ylsulfanyl-acetic acid), I.N[C@H]1[C@H]2SCC(=C(N2C1=O)C(=O)O)\C=C\CN1CCC(CC1)O ((E)-(6R,7R)-7-amino-3-[3-(4-hydroxy-piperidin-1-yl)-propenyl]-8-oxo-5-thia-1-aza-bicyclo[4.2.0]oct-2-ene-2-carboxylic acid monohydroiodide), C1=C(C=CC2=CC=CC=C12)SCC(=O)O (naphthalen-2-ylsulfanyl-acetic acid). Product: CC=1C=C(C=C(C1)C)SCC(=O)O ((3,5-dimethyl-phenylsulfanyl)-acetic acid), compounds. As a reaction SMILES: I.N[C@@H:3]1C(=O)N2[C@@H]1SCC(/C=C/CN1CCC(O)CC1)=C2C(O)=O.[CH:25]1[C:34]2[C:29](=CC=C[CH:33]=2)[CH:28]=[CH:27][C:26]=1[S:35][CH2:36][C:37]([OH:39])=[O:38].S1C2C=CC=CC=2N=C1SCC(O)=O>>[CH3:3][C:28]1[CH:27]=[C:26]([S:35][CH2:36][C:37]([OH:39])=[O:38])[CH:25]=[C:34]([CH3:33])[CH:29]=1 |f:0.1|. Procedure details: By operating in an analogous manner to the procedure described in Example 1, (E)-(6R,7R)-7-amino-3-[3-(4-hydroxy-piperidin-1-yl)-propenyl]-8-oxo-5-thia-1-aza-bicyclo[4.2.0]oct-2-ene-2-carboxylic acid monohydroiodide was acylated with naphthalen-2-ylsulfanyl-acetic acid, with benzothiazol-2-ylsulfanyl-acetic acid, and with (3,5-dimethyl-phenylsulfanyl)-acetic acid, respectively, to give the following compounds as pale-yellow solids: The reactants are [N+](=O)([O-])C=1C=C(C(=O)O)C=CN1 (2-nitroisonicotinic acid), S(=O)(Cl)Cl (thionyl chloride). Product: [N+](=O)([O-])C=1C=C(C(=O)Cl)C=CN1 (2-nitroisonicotinoyl chloride). Reaction SMILES: [N+:1]([C:4]1[CH:5]=[C:6]([CH:10]=[CH:11][N:12]=1)[C:7](O)=[O:8])([O-:3])=[O:2].S(Cl)([Cl:15])=O>>[N+:1]([C:4]1[CH:5]=[C:6]([CH:10]=[CH:11][N:12]=1)[C:7]([Cl:15])=[O:8])([O-:3])=[O:2]. Procedure: 1.8 g. of 2-nitroisonicotinic acid and 30 ml. of thionyl chloride were refluxed for 3 hours. An excess of thionyl chloride was distilled off to leave 2-nitroisonicotinoyl chloride as an oil. The obtained acid chloride was added to 5 ml. of pyridine at -15° C., and to the resulting solution was added 1.5 g. of m-toluylamide. The mixture was stirred at room temperature for 1 hour and the solvent was evaporated at 40° C under reduced pressure. The residue was then purified by silica gel chromatogra... Starting materials: CCOC(=O)c1cnn(C)c1C(=O)O, CCCP(=O)(O)O, CCN(C(C)C)C(C)C, C1CCOC1, Nc1ccn2nc(-c3ccccc3)nc2c1. The product is CCOC(=O)c1cnn(C)c1C(=O)Nc1ccn2nc(-c3ccccc3)nc2c1. As a reaction SMILES: [CH2:17]([CH3:18])[O:19][C:20](=[O:21])[c:22]1[cH:23][n:24][n:25]([CH3:30])[c:26]1[C:27](=[O:28])[OH:29].[CH2:31]([P:32]([OH:33])([OH:34])=[O:35])[CH2:36][CH3:37].[CH:38]([N:39]([CH:40]([CH3:41])[CH3:42])[CH2:43][CH3:44])([CH3:45])[CH3:46].[O:47]1[CH2:48][CH2:49][CH2:50][CH2:51]1.[c:1]1(-[c:7]2[n:8][n:9]3[c:10]([cH:11][c:12]([NH2:15])[cH:13][cH:14]3)[n:16]2)[cH:2][cH:3][cH:4][cH:5][cH:6]1>>[c:1]1(-[c:7]2[n:8][n:9]3[c:10]([cH:11][c:12]([NH:15][C:27]([c:26]4[c:22]([C:20]([O:19][CH2:17][CH3:18])=[O:21])[cH:23][n:24][n:25]4[CH3:30])=[O:28])[cH:13][cH:14]3)[n:16]2)[cH:2][cH:3][cH:4][cH:5][cH:6]1. Reported procedure: 7 g. of 3-chloro-5-aminopyridazine is added to 125 ml. of hydrazine and the mixture is stirred under nitrogen for 17.5 hours at a temperature below reflux. The reaction mixture is cooled to room temperature, and the residual hydrazine removed by evaporation. The residue is treated with 250 ml. of methanol to extract the product. After separating the extractant and washing the residue with small amounts of methanol, the combined extractant-filtrate is treated with hydrogen chloride gas. The solut... The product is Cl.Cl.NC=1C=C(N=NC1)NN (5-amino-3-hydrazinopyridazine dihydrochloride). Reaction SMILES: [Cl:1][C:2]1[N:3]=[N:4][CH:5]=[C:6]([NH2:8])[CH:7]=1.[NH2:9][NH2:10]>>[ClH:1].[ClH:1].[NH2:8][C:6]1[CH:7]=[C:2]([NH:9][NH2:10])[N:3]=[N:4][CH:5]=1 |f:2.3.4|. Reactants: ClC=1N=NC=C(C1)N (3-chloro-5-aminopyridazine), NN (hydrazine). Starting materials: O=C([O-])O, ClCCCl, COc1cc(C=CC(=O)O)ccc1-n1cnc(C)c1, CCOC(C)=O, NNC(=O)C(CCCCl)c1ccc(F)cc1, Cl, [Na+], CN(C)C=O, O, On1nnc2ccccc21. The product is COc1cc(C=CC(=O)NNC(=O)C(CCCCl)c2ccc(F)cc2)ccc1-n1cnc(C)c1. RXN SMILES: [C:48](=[O:49])([OH:50])[O-:51].[CH2:64]([Cl:65])[CH2:66][Cl:67].[CH3:28][O:29][c:30]1[cH:31][c:32]([CH:42]=[CH:43][C:44](=[O:45])[OH:46])[cH:33][cH:34][c:35]1-[n:36]1[cH:37][n:38][c:39]([CH3:41])[cH:40]1.[CH3:58][CH2:59][O:60][C:61](=[O:62])[CH3:63].[Cl:12][CH2:13][CH2:14][CH2:15][CH:16]([C:17](=[O:18])[NH:19][NH2:20])[c:21]1[cH:22][cH:23][c:24]([F:27])[cH:25][cH:26]1.[ClH:11].[Na+:52].[O:53]=[CH:54][N:55]([CH3:56])[CH3:57].[OH2:47].[OH:1][n:2]1[c:3]2[c:4]([cH:5][cH:6][cH:7][cH:8]2)[n:9][n:10]1>>[Cl:12][CH2:13][CH2:14][CH2:15][CH:16]([C:17](=[O:18])[NH:19][NH:20][C:44]([CH:43]=[CH:42][c:32]1[cH:31][c:30]([O:29][CH3:28])[c:35](-[n:36]2[cH:37][n:38][c:39]([CH3:41])[cH:40]2)[cH:34][cH:33]1)=[O:45])[c:21]1[cH:22][cH:23][c:24]([F:27])[cH:25][cH:26]1.